Dataset: the Open Reaction Database (ORD), a public repository of structured organic reaction records. Task: describe an organic reaction: reactants, conditions, products, and yield Reactants: CCN(CC)CCCO, COc1cc2c(Sc3ccc([N+](=O)[O-])s3)ccnc2cc1O, CS(C)=O, CN1CCCC1=O, CCOC(=O)N=NC(=O)OCC, C1CCOC1, O, c1ccc(P(c2ccccc2)c2ccccc2)cc1. The product is CCN(CC)CCCOc1cc2nccc(Sc3ccc([N+](=O)[O-])s3)c2cc1OC. Reaction SMILES: [CH2:23]([CH3:24])[N:25]([CH2:26][CH2:27][CH2:28][OH:29])[CH2:30][CH3:31].[CH3:1][O:2][c:3]1[cH:4][c:5]2[c:6]([S:14][c:15]3[s:16][c:17]([N+:20](=[O:21])[O-:22])[cH:18][cH:19]3)[cH:7][cH:8][n:9][c:10]2[cH:11][c:12]1[OH:13].[CH3:64][S:65]([CH3:66])=[O:67].[CH3:68][N:69]1[CH2:70][CH2:71][CH2:72][C:73]1=[O:74].[O:32]=[C:33]([O:34][CH2:35][CH3:36])[N:37]=[N:38][C:39]([O:40][CH2:41][CH3:42])=[O:43].[O:75]1[CH2:76][CH2:77][CH2:78][CH2:79]1.[OH2:63].[c:44]1([P:45]([c:46]2[cH:47][cH:48][cH:49][cH:50][cH:51]2)[c:52]2[cH:53][cH:54][cH:55][cH:56][cH:57]2)[cH:58][cH:59][cH:60][cH:61][cH:62]1>>[CH3:1][O:2][c:3]1[cH:4][c:5]2[c:6]([S:14][c:15]3[s:16][c:17]([N+:20](=[O:21])[O-:22])[cH:18][cH:19]3)[cH:7][cH:8][n:9][c:10]2[cH:11][c:12]1[O:13][CH2:28][CH2:27][CH2:26][N:25]([CH2:23][CH3:24])[CH2:30][CH3:31]. Starting materials: Cl (hydrochloric acid), [OH-].[K+] (potassium hydroxide), OCC=1CS[C@H]2N(C1C(=O)O)C([C@H]2NC(C(C=2OC=CC2)=NOC)=O)=O ((6R,7R)-3-hydroxymethyl-7-[2-methoxyimino-2-(fur-2-yl) acetamido]ceph-3-em-4-carboxylic acid), P(=O)(OC(N)=O)([O-])[O-] (carbamoyl phosphate), P(O)(=O)(OP(=O)(O)OP(=O)(O)O)OC[C@@H]1[C@H]([C@H]([C@@H](O1)N1C=NC=2C(N)=NC=NC12)O)O (ATP), [Cl-].[Mg+2].[Cl-] (magnesium chloride). The reagents and catalysts are [Cl-].[Mn+2].[Cl-] (manganese chloride). Solvent: C(C)(=O)O (acetic acid). Product: C(N)(=O)OCC=1CS[C@H]2N(C1C(=O)O)C([C@H]2NC(C(C=2OC=CC2)=NOC)=O)=O ((6R,7R)-3-Carbamoyloxymethyl-7-[2-methoxyimino-2-(fur-2-yl) acetamido] ceph-3-em-4-carboxylic acid). Reaction SMILES: [OH:1][CH2:2][C:3]1[CH2:4][S:5][C@@H:6]2[C@H:13]([NH:14][C:15](=[O:25])[C:16](=[N:22][O:23][CH3:24])[C:17]3[O:18][CH:19]=[CH:20][CH:21]=3)[C:12](=[O:26])[N:7]2[C:8]=1[C:9]([OH:11])=[O:10].P([O-])([O-])([O:29][C:30](=O)[NH2:31])=O.P(OC[C@H]1O[C@@H](N2C3N=CN=C(N)C=3N=C2)[C@H](O)[C@@H]1O)(OP(OP(O)(O)=O)(O)=O)(=O)O.[Cl-].[Mg+2].[Cl-].[OH-].[K+].Cl>[Cl-].[Mn+2].[Cl-].C(O)(=O)C>[C:30]([O:1][CH2:2][C:3]1[CH2:4][S:5][C@@H:6]2[C@H:13]([NH:14][C:15](=[O:25])[C:16](=[N:22][O:23][CH3:24])[C:17]3[O:18][CH:19]=[CH:20][CH:21]=3)[C:12](=[O:26])[N:7]2[C:8]=1[C:9]([OH:11])=[O:10])(=[O:29])[NH2:31] |f:3.4.5,6.7,9.10.11|. Reported procedure: Concentrated enzyme (0.5 ml) was incubated at 28° in a final volume of 1.0 ml water containing (6R,7R)-3-hydroxymethyl-7-[2-methoxyimino-2-(fur-2-yl) acetamido]ceph-3-em-4-carboxylic acid (syn-isomer) (0,1 μmole), carbamoyl phosphate (3 μmoles), ATP (1 μmole), magnesium chloride (1 μmole), manganese chloride (1 μmole) & pipes buffer (50 μmoles) adjusted to pH 6.0 with potassium hydroxide. After 2 hr the reaction was stopped by the addition of acetic acid (20 μl). The pH was then adjusted to 2.0 ...